From a dataset of the Open Reaction Database (ORD), a public repository of structured organic reaction records. describe an organic reaction: reactants, conditions, products, and yield The reactants are [Cl-].[NH4+] (ammonium chloride), [N+](=O)([O-])C1=CC=C(S1)C(=O)OC(C)(C)C (tert-butyl 5-nitrothiophene-2-carboxylate). The reagents and catalysts are [Fe] (iron). Solvent: CCO (EtOH), O (water). Conditions: temperature 80 celsius, time 3 hour. Product: NC1=CC=C(S1)C(=O)OC(C)(C)C (tert-butyl 5-aminothiophene-2-carboxylate). Yield: 76.4%. As a reaction SMILES: [N+:1]([C:4]1[S:8][C:7]([C:9]([O:11][C:12]([CH3:15])([CH3:14])[CH3:13])=[O:10])=[CH:6][CH:5]=1)([O-])=O.[Cl-].[NH4+]>CCO.O.[Fe]>[NH2:1][C:4]1[S:8][C:7]([C:9]([O:11][C:12]([CH3:15])([CH3:14])[CH3:13])=[O:10])=[CH:6][CH:5]=1 |f:1.2|. Procedure: To a suspension of tert-butyl 5-nitrothiophene-2-carboxylate (Int. 54) (2.230 g, 9.73 mmol) in a mixture of EtOH (60 ml) and water (30 ml), iron powder (3.26 g, 58.4 mmol) and ammonium chloride (0.364 g, 6.81 mmol) were added. The reaction was stirred at 80° C. for 3 hours and then at RT overnight. The mixture was filtered through a celite pad and the filtrate was evaporated to dryness. The crude was then dissolved in EtOAc and washed with brine; the organic phase was dried over sodium sulfate a... Reactants: C(CC)(=O)C1=CC=C(OCCCCCCCC2=CC(=NO2)C)C=C1 (5-[7-(4-Propionylphenoxy)heptyl]-3-methylisoxazole), Cl.NO (hydroxylamine hydrochloride), C(C)(=O)[O-].[Na+] (sodium acetate). The solvent is C(C)O (ethanol), O (water). Yields the product C(CC)(C1=CC=C(OCCCCCCCC2=CC(=NO2)C)C=C1)=NO (5-[7-(4-propionylphenoxy)heptyl]-3-methylisoxazole oxime). Yield: 59.8%. As a reaction SMILES: [C:1]([C:5]1[CH:24]=[CH:23][C:8]([O:9][CH2:10][CH2:11][CH2:12][CH2:13][CH2:14][CH2:15][CH2:16][C:17]2[O:21][N:20]=[C:19]([CH3:22])[CH:18]=2)=[CH:7][CH:6]=1)(=O)[CH2:2][CH3:3].Cl.[NH2:26][OH:27].C([O-])(=O)C.[Na+]>C(O)C.O>[C:1](=[N:26][OH:27])([C:5]1[CH:24]=[CH:23][C:8]([O:9][CH2:10][CH2:11][CH2:12][CH2:13][CH2:14][CH2:15][CH2:16][C:17]2[O:21][N:20]=[C:19]([CH3:22])[CH:18]=2)=[CH:7][CH:6]=1)[CH2:2][CH3:3] |f:1.2,3.4|. Procedure: To a solution of 1.6 g of 5-[7-(4-propionylphenoxy)heptyl]-3-methylisoxazole (Example 32) in 40 ml of ethanol was added a solution of 368 mg of hydroxylamine hydrochloride and 730 mg of sodium acetate in 8 ml of water. The reaction mixture was heated at reflux overnight and then concentrated in vacuo. The residue was recrystallized from aqueous ethanol to give 1.0 g of 5-[7-(4-propionylphenoxy)heptyl]-3-methylisoxazole oxime, colorless solid, m.p. 88°-89° C.; MIC vs. rhinovirus Type 2 in vitro=2...